This data is from the Open Reaction Database (ORD), a public repository of structured organic reaction records. The task is: describe an organic reaction: reactants, conditions, products, and yield The reactants are O=C1CCC(=O)N1Br, Cc1ccc([N+](=O)[O-])cc1Cl, ClC(Cl)(Cl)Cl, CC(C)(C#N)N=NC(C)(C)C#N, N#N. Product: O=[N+]([O-])c1ccc(CBr)c(Cl)c1. Reaction SMILES: [Br:12][N:13]1[C:14](=[O:15])[CH2:16][CH2:17][C:18]1=[O:19].[Cl:1][c:2]1[c:3]([CH3:11])[cH:4][cH:5][c:6]([N+:8](=[O:9])[O-:10])[cH:7]1.[Cl:34][C:35]([Cl:36])([Cl:37])[Cl:38].[N:20]([C:21]([CH3:22])([CH3:23])[C:24]#[N:25])=[N:26][C:27]([CH3:28])([CH3:29])[C:30]#[N:31].[N:32]#[N:33]>>[Cl:1][c:2]1[c:3]([CH2:11][Br:12])[cH:4][cH:5][c:6]([N+:8](=[O:9])[O-:10])[cH:7]1. Reactants: Cc1ccc(S(=O)(=O)Oc2ccc(C3CCC(=O)CC3)cc2)cc1, ClCCl, OCCO. Product: Cc1ccc(S(=O)(=O)Oc2ccc(C3CCC4(CC3)OCCO4)cc2)cc1. Reaction SMILES: [CH3:1][c:2]1[cH:3][cH:4][c:5]([S:8](=[O:9])(=[O:10])[O:11][c:12]2[cH:13][cH:14][c:15]([CH:18]3[CH2:19][CH2:20][C:21](=[O:24])[CH2:22][CH2:23]3)[cH:16][cH:17]2)[cH:6][cH:7]1.[Cl:25][CH2:26][Cl:27].[OH:28][CH2:29][CH2:30][OH:31]>>[CH3:1][c:2]1[cH:3][cH:4][c:5]([S:8](=[O:9])(=[O:10])[O:11][c:12]2[cH:13][cH:14][c:15]([CH:18]3[CH2:19][CH2:20][C:21]4([CH2:22][CH2:23]3)[O:24][CH2:30][CH2:29][O:28]4)[cH:16][cH:17]2)[cH:6][cH:7]1. The reactants are C(CC)C1=NC2=C(N1CC1=CC=C(C=C1)C=1C(=CC=CC1)C(=O)OC(C)(C)C)C=C(C=C2)N2C(N(CC2=O)C)=O (tert.-butyl 4'-[(2-n-propyl-6-(1-methyl-imidazolidin-2,4-dion-3-yl)-benzimidazol-1-yl)-methyl]biphenyl-2-carboxylate), FC(C(=O)O)(F)F (trifluoroacetic acid). The solvent is C(Cl)Cl (methylene chloride). Product: C(CC)C1=NC2=C(N1CC1=CC=C(C=C1)C=1C(=CC=CC1)C(=O)O)C=C(C=C2)N2C(N(CC2=O)C)=O (4'-[(2-n-Propyl-6-(1-methyl-imidazolidin-2,4-dion-3-yl)-benzimidazol-1-yl)-methyl]biphenyl-2-carboxylic acid). As a reaction SMILES: [CH2:1]([C:4]1[N:8]([CH2:9][C:10]2[CH:15]=[CH:14][C:13]([C:16]3[C:17]([C:22]([O:24]C(C)(C)C)=[O:23])=[CH:18][CH:19]=[CH:20][CH:21]=3)=[CH:12][CH:11]=2)[C:7]2[CH:29]=[C:30]([N:33]3[C:37](=[O:38])[CH2:36][N:35]([CH3:39])[C:34]3=[O:40])[CH:31]=[CH:32][C:6]=2[N:5]=1)[CH2:2][CH3:3].FC(F)(F)C(O)=O>C(Cl)Cl>[CH2:1]([C:4]1[N:8]([CH2:9][C:10]2[CH:15]=[CH:14][C:13]([C:16]3[C:17]([C:22]([OH:24])=[O:23])=[CH:18][CH:19]=[CH:20][CH:21]=3)=[CH:12][CH:11]=2)[C:7]2[CH:29]=[C:30]([N:33]3[C:37](=[O:38])[CH2:36][N:35]([CH3:39])[C:34]3=[O:40])[CH:31]=[CH:32][C:6]=2[N:5]=1)[CH2:2][CH3:3]. Procedure: Prepared analogously to Example 1 from tert.-butyl 4'-[(2-n-propyl-6-(1-methyl-imidazolidin-2,4-dion-3-yl)-benzimidazol-1-yl)-methyl]biphenyl-2-carboxylate and trifluoroacetic acid in methylene chloride. Reactants: [OH-].[Na+] (sodium hydroxide), C(C)(=O)OC=1C=CC2=C(OC(CO2)C(=O)OCC)C1 (ethyl 7-acetoxy-2,3-dihydro-1,4-benzodioxin-2-carboxylate). Solvent: CO (methanol). Conditions: time 6 hour. Product: OC=1C=CC2=C(OC(CO2)C(=O)O)C1 (7-Hydroxy-2,3-dihydro-1,4-benzodioxin-2-carboxylic acid). Yield: 85.0%. Reaction SMILES: [OH-].[Na+].C([O:6][C:7]1[CH:8]=[CH:9][C:10]2[O:15][CH2:14][CH:13]([C:16]([O:18]CC)=[O:17])[O:12][C:11]=2[CH:21]=1)(=O)C>CO>[OH:6][C:7]1[CH:8]=[CH:9][C:10]2[O:15][CH2:14][CH:13]([C:16]([OH:18])=[O:17])[O:12][C:11]=2[CH:21]=1 |f:0.1|. Reported procedure: Under a nitrogen atmosphere, slowly add 75 mmol of a 10% aqueous sodium hydroxide solution to a solution of 2 g (7.5 mmol) of ethyl 7-acetoxy-2,3-dihydro-1,4-benzodioxin-2-carboxylate in 20 cm3 of methanol. Stir at room temperature for 6 hours and then, after concentrating under reduced pressure, acidify the mixture with a 2N hydrochloric acid solution. Extract with diethyl ether the acid which precipitates, then, after drying and concentration to dryness, wash the resulting acid with methylene ... Yields the product [Cl-].CC1(C[C@H](C=2C(=NC(=CC2)C(F)(F)F)O1)[NH3+])C ((R)-2,2-dimethyl-7-(trifluoromethyl)-3,4-dihydro-2H-pyrano[2,3-b]pyridin-4-aminium chloride). The solvent is C(C)(C)(C)OC (methyl tert-butyl ether). The yield is 100.0%. RXN SMILES: CO.C([Cl:6])(=O)C.Cl.[CH3:8][C:9]1([CH3:30])[O:22][C:13]2=[N:14][C:15]([C:18]([F:21])([F:20])[F:19])=[CH:16][CH:17]=[C:12]2[C@H:11]([NH:23]S(C(C)(C)C)=O)[CH2:10]1>C(OC)(C)(C)C>[Cl-:6].[CH3:8][C:9]1([CH3:30])[O:22][C:13]2=[N:14][C:15]([C:18]([F:21])([F:19])[F:20])=[CH:16][CH:17]=[C:12]2[C@H:11]([NH3+:23])[CH2:10]1 |f:5.6|. The reactants are CO (methanol), C(C)(=O)Cl (acetyl chloride), Cl (HCl), CC1(C[C@H](C=2C(=NC(=CC2)C(F)(F)F)O1)NS(=O)C(C)(C)C)C (N—((R)-2,2-dimethyl-7-(trifluoromethyl)-3,4-dihydro-2H-pyrano[2,3-b]pyridin-4-yl)-2-methylpropane-2-sulfinamide). Procedure: To a 0° C. solution of methanol (2.22 mL, 55 mmol) was added acetyl chloride (0.868 mL, 12.21 mmol) dropwise. This methanolic HCl solution was added to a room temperature mixture of Example 62C (2.14 g, 6.11 mmol) in methyl tert-butyl ether (20 mL). After 2 hours the solid was collected by filtration (200 mL MTBE wash) and dried at 60° C. overnight in a vacuum oven to provide the title compound (2.14 g, 6.11 mmol). 1H NMR (300 MHz, DMSO-d6) δ 8.97 (bs, 2H), 8.43 (d, J=7.8 Hz, 1H), 7.62 (d, J=7.7...